From a dataset of the Open Reaction Database (ORD), a public repository of structured organic reaction records. describe an organic reaction: reactants, conditions, products, and yield The reactants are ClC1=NS(C2=C(N1)C=C(S2)Cl)(=O)=O (3,6-dichloro-4H-thieno[3,2-e]-1,2,4-thiadiazine 1,1-dioxide), CC(CC(C)(C)C)(C)N (1,1,3,3-tetramethylbutylamine), Cl (hydrochloric acid). The solvent is O (Water). Yields the product ClC1=CC=2NC(=NS(C2S1)(=O)=O)NC(CC(C)(C)C)(C)C (6-Chloro-3-( 1,1,3,3-tetramethyl-butylamino)-4H-thieno[3,2-e]-1,2,4-thiadiazine 1,1-dioxide). Isolated yield 30.4%. As a reaction SMILES: Cl[C:2]1[NH:7][C:6]2[CH:8]=[C:9]([Cl:11])[S:10][C:5]=2[S:4](=[O:13])(=[O:12])[N:3]=1.[CH3:14][C:15]([NH2:22])([CH3:21])[CH2:16][C:17]([CH3:20])([CH3:19])[CH3:18].Cl>O>[Cl:11][C:9]1[S:10][C:5]2[S:4](=[O:13])(=[O:12])[N:3]=[C:2]([NH:22][C:15]([CH3:21])([CH3:14])[CH2:16][C:17]([CH3:20])([CH3:19])[CH3:18])[NH:7][C:6]=2[CH:8]=1. Procedure: A solution of 3,6-dichloro-4H-thieno[3,2-e]-1,2,4-thiadiazine 1,1-dioxide (0.5 g, 1.95 mm0l) in 1,1,3,3-tetramethylbutylamine (5 ml, 31 mmol) was stirred for 44 h at 120° C. in a sealed flask. Water (25 ml) was added to the cooled solution and pH was adjusted to <2 by the addition of 4M hydrochloric acid. The resulting precipitate was isolated by filtration, washed with water, and then redissolved in 1N sodium hydroxide (15 ml) at 50-60° C. followed by treatment with decolorising charcoal. After... The reactants are O (water), C(C)OC(CC1C2=C(B(O1)O)C=C(C=C2C)OC=2SC(=NN2)[N+](=O)[O-])=O ([6-(5-nitro-[1,3,4]thiadiazol-2-yloxy)-1-hydroxy-4-methyl-1,3-dihydro-benzo[c][1,2]oxaborol-3-yl]-acetic acid ethyl ester). The reagents and catalysts are Cl (HCl), [Fe] (iron). Solvent: C(C)O (ethanol). Run at temperature 85 celsius, time 1.5 hour. The product is C(C)OC(CC1C2=C(B(O1)O)C=C(C=C2C)OC=2SC(=NN2)N)=O ([6-(5-amino-[1,3,4]thiadiazol-2-yloxy)-1-hydroxy-4-methyl-1,3-dihydro-benzo[c][1,2]oxaborol-3-yl]-acetic acid ethyl ester). Yield: 108.9%. Reaction SMILES: O.[CH2:2]([O:4][C:5](=[O:27])[CH2:6][CH:7]1[O:11][B:10]([OH:12])[C:9]2[CH:13]=[C:14]([O:18][C:19]3[S:20][C:21]([N+:24]([O-])=O)=[N:22][N:23]=3)[CH:15]=[C:16]([CH3:17])[C:8]1=2)[CH3:3]>Cl.C(O)C.[Fe]>[CH2:2]([O:4][C:5](=[O:27])[CH2:6][CH:7]1[O:11][B:10]([OH:12])[C:9]2[CH:13]=[C:14]([O:18][C:19]3[S:20][C:21]([NH2:24])=[N:22][N:23]=3)[CH:15]=[C:16]([CH3:17])[C:8]1=2)[CH3:3]. Procedure: Concentrated HCl (10 drops) and water (12 ml) were added to a mixture of [6-(5-nitro-[1,3,4]thiadiazol-2-yloxy)-1-hydroxy-4-methyl-1,3-dihydro-benzo[c][1,2]oxaborol-3-yl]-acetic acid ethyl ester (0.65 g, 1.71 mmol) and iron powder (0.479 g; 8.55 mmol) in ethanol (30 mL) at room temperature. The resulting mixture was stirred at 85° C. for 1.5 hours, cooled to room temperature and filtered through a pad of celite. The filtrate was evaporated and the residue dissolved in EtOAc (300 mL), washed with... As a reaction SMILES: [CH3:1][O:2][C:3]1[CH:8]=[CH:7][C:6]([C:9]2[N:10]=[C:11]([NH2:14])[S:12][CH:13]=2)=[CH:5][CH:4]=1.[CH2:15]([C:18]1[CH:23]=[CH:22][C:21]([S:24](Cl)(=[O:26])=[O:25])=[CH:20][CH:19]=1)[CH2:16][CH3:17]>>[CH3:1][O:2][C:3]1[CH:4]=[CH:5][C:6]([C:9]2[N:10]=[C:11]([NH:14][S:24]([C:21]3[CH:22]=[CH:23][C:18]([CH2:15][CH2:16][CH3:17])=[CH:19][CH:20]=3)(=[O:26])=[O:25])[S:12][CH:13]=2)=[CH:7][CH:8]=1. Product: COC1=CC=C(C=C1)C=1N=C(SC1)NS(=O)(=O)C1=CC=C(C=C1)CCC (N-[4-(4-methoxyphenyl)-1,3-thiazol-2-yl]-4-propylbenzenesulfonamide), solid. Procedure details: The title compound was prepared from 4(4-methoxy-phenyl)-thiazol-2-ylamine and 4-n-propylbenzenesulfonyl chloride as described in the synthetic METHOD B to give a white solid (32.2 mg) with purity >90%. MS (pos) m/z 389.2. Reactants: COC1=CC=C(C=C1)C=1N=C(SC1)N (4(4-methoxy-phenyl)-thiazol-2-ylamine), C(CC)C1=CC=C(C=C1)S(=O)(=O)Cl (4-n-propylbenzenesulfonyl chloride). Starting materials: COc1c(C=Cc2ccc([N+](=O)[O-])cc2CO)cc(Br)cc1C(C)(C)C, CI, CCOC(C)=O, [H-], [Na+], CN(C)C=O. Yields the product COCc1cc([N+](=O)[O-])ccc1C=Cc1cc(Br)cc(C(C)(C)C)c1OC. As a reaction SMILES: [Br:1][c:2]1[cH:3][c:4]([C:23]([CH3:24])([CH3:25])[CH3:26])[c:5]([O:21][CH3:22])[c:6]([CH:8]=[CH:9][c:10]2[c:11]([CH2:19][OH:20])[cH:12][c:13]([N+:16](=[O:17])[O-:18])[cH:14][cH:15]2)[cH:7]1.[CH3:29][I:30].[CH3:36][CH2:37][O:38][C:39]([CH3:40])=[O:41].[H-:27].[Na+:28].[O:31]=[CH:32][N:33]([CH3:34])[CH3:35]>>[Br:1][c:2]1[cH:3][c:4]([C:23]([CH3:24])([CH3:25])[CH3:26])[c:5]([O:21][CH3:22])[c:6]([CH:8]=[CH:9][c:10]2[c:11]([CH2:19][O:20][CH3:29])[cH:12][c:13]([N+:16](=[O:17])[O-:18])[cH:14][cH:15]2)[cH:7]1. Reactants: C(C)(C)(C)OC(=O)N[C@H](C[C@@H]([C@H](CC1=CC=CC=C1)NC([C@@H](NOCC1=NC=CC=C1)C(C)C)=O)O)CC1=CC=CC=C1 ((2S,3S,5S)-5-[N-(tert-butyloxycarbonyl)amino]-2-[N-(N-(2-pyridinylmethoxy)valinyl)amino]-1,6-diphenyl-3-hydroxy hexane), Cl (HCl). The solvent is solution, O1CCOCC1 (dioxane). Reaction conditions: time 30 minute. Product: Cl.N[C@H](C[C@@H]([C@H](CC1=CC=CC=C1)NC([C@@H](NOCC1=NC=CC=C1)C(C)C)=O)O)CC1=CC=CC=C1 ((2S,3S,5S)-5-amino-2-[N-(N-(2-pyridinyl-methoxy)valinyl)amino]-1,6-diphenyl-3-hydroxy hexane hydrochloride salt). Reaction SMILES: C(OC([NH:8][C@@H:9]([CH2:37][C:38]1[CH:43]=[CH:42][CH:41]=[CH:40][CH:39]=1)[CH2:10][C@H:11]([OH:36])[C@@H:12]([NH:20][C:21](=[O:35])[C@H:22]([CH:32]([CH3:34])[CH3:33])[NH:23][O:24][CH2:25][C:26]1[CH:31]=[CH:30][CH:29]=[CH:28][N:27]=1)[CH2:13][C:14]1[CH:19]=[CH:18][CH:17]=[CH:16][CH:15]=1)=O)(C)(C)C.[ClH:44]>O1CCOCC1>[ClH:44].[NH2:8][C@@H:9]([CH2:37][C:38]1[CH:39]=[CH:40][CH:41]=[CH:42][CH:43]=1)[CH2:10][C@H:11]([OH:36])[C@@H:12]([NH:20][C:21](=[O:35])[C@H:22]([CH:32]([CH3:34])[CH3:33])[NH:23][O:24][CH2:25][C:26]1[CH:31]=[CH:30][CH:29]=[CH:28][N:27]=1)[CH2:13][C:14]1[CH:15]=[CH:16][CH:17]=[CH:18][CH:19]=1 |f:3.4|. Procedure details: The compound (2S,3S,5S)-5-amino-2-[N-(N-(2-pyridinyl-methoxy)valinyl)amino]-1,6-diphenyl-3-hydroxy hexane hydrochloride salt (LL-74A) was prepared from LL-74. The compound (2S,3S,5S)-5-[N-(tert-butyloxycarbonyl)amino]-2-[N-(N-(2-pyridinylmethoxy)valinyl)amino]-1,6-diphenyl-3-hydroxy hexane (LL-74, 108 mg, 0.183 mmol) was dissolved in 4.0M solution of HCl in dioxane (20 ml), and stirred at room temperature for 30 min. after which solvents were evaporated. The evaporation was repeated 3 times with... Reactants: O=C1CCC(=O)N1Br, O=C(OOC(=O)c1ccccc1)c1ccccc1, Cc1ccc(C(=O)c2c(Cl)cccc2Cl)cc1, c1ccccc1. The product is O=C(c1ccc(CBr)cc1)c1c(Cl)cccc1Cl. RXN SMILES: [Br:36][N:37]1[C:38](=[O:39])[CH2:40][CH2:41][C:42]1=[O:43].[C:18]([O:19][O:20][C:21](=[O:22])[c:23]1[cH:24][cH:25][cH:26][cH:27][cH:28]1)(=[O:29])[c:30]1[cH:31][cH:32][cH:33][cH:34][cH:35]1.[Cl:1][c:2]1[c:3]([C:4](=[O:5])[c:6]2[cH:7][cH:8][c:9]([CH3:12])[cH:10][cH:11]2)[c:13]([Cl:17])[cH:14][cH:15][cH:16]1.[cH:44]1[cH:45][cH:46][cH:47][cH:48][cH:49]1>>[Cl:1][c:2]1[c:3]([C:4](=[O:5])[c:6]2[cH:7][cH:8][c:9]([CH2:12][Br:36])[cH:10][cH:11]2)[c:13]([Cl:17])[cH:14][cH:15][cH:16]1. Reactants: [OH-].[Na+] (sodium hydroxide), COC(=O)C1(CCCC1)CCCCCl (1-(4-chlorobutyl)cyclopentane carboxylic acid methyl ester), C1CCOC1 (THF). Solvent: CO (methanol). Run at temperature 42.5 celsius. Yields the product ClCCCCC1(CCCC1)C(=O)O (1-(4-chlorobutyl)cyclopentane carboxylic acid), COCCCCC1(CCCC1)C(=O)O (1-[4-(methoxy)butyl]cyclopentane carboxylic acid). Yield: 22.0%. Reaction SMILES: C[O:2][C:3]([C:5]1([CH2:10][CH2:11][CH2:12][CH2:13][Cl:14])[CH2:9][CH2:8][CH2:7][CH2:6]1)=[O:4].[OH-].[Na+].C1C[O:20][CH2:19]C1>CO>[Cl:14][CH2:13][CH2:12][CH2:11][CH2:10][C:5]1([C:3]([OH:4])=[O:2])[CH2:6][CH2:7][CH2:8][CH2:9]1.[CH3:19][O:20][CH2:13][CH2:12][CH2:11][CH2:10][C:5]1([C:3]([OH:2])=[O:4])[CH2:9][CH2:8][CH2:7][CH2:6]1 |f:1.2|. Procedure details: To a solution of 1-(4-chlorobutyl)cyclopentane carboxylic acid methyl ester (30 mmol, 6.56 g) in a mixture of THF (60 mL) and methanol (60 mL) was added 1 N sodium hydroxide (60 mL). The mixture was heated to 40-45° C. for 15 h at which point TLC analysis of the reaction mixture indicated the absence of starting material and it was cooled to room temperature. The solvent was removed under vacuum and the residue was diluted with water (100 mL) and extracted with ether (2×100 mL) to remove any neu...